From a dataset of the Open Reaction Database (ORD), a public repository of structured organic reaction records. describe an organic reaction: reactants, conditions, products, and yield The reactants are CC3(C)COB(c2ccc(c1ccccc1)cc2)OC3 (effective_coupling_partner), CCN(CC)C(=O)Oc1ccccc1 (substrate). The reagents and catalysts are I(2-Ad). Reaction conditions: temperature 150 celsius, time 20 hour. The product is c3ccc(c2ccc(c1ccccc1)cc2)cc3. Starting materials: C(=O)(O)[O-].[Na+] (NaHCO3), COC=1C=C(OC2=CC(=NC=C2)NC=2SC=C(N2)C)C=CC1 (4-(3-methoxyphenoxy)-N-(4-methylthiazol-2-yl)pyridin-2-amine), BrB(Br)Br (tribromoborane), CC(C)=CC (2-methyl-2-butene). The solvent is O (Water), ClCCl (dichloromethane). Run at temperature 0 celsius, time 1 hour. The product is CC=1N=C(SC1)NC1=NC=CC(=C1)OC=1C=C(C=CC1)O (3-(2-(4-methylthiazol-2-ylamino)pyridin-4-yloxy)phenol). The yield is 64.9%. As a reaction SMILES: C[O:2][C:3]1[CH:4]=[C:5]([CH:20]=[CH:21][CH:22]=1)[O:6][C:7]1[CH:12]=[CH:11][N:10]=[C:9]([NH:13][C:14]2[S:15][CH:16]=[C:17]([CH3:19])[N:18]=2)[CH:8]=1.BrB(Br)Br.CC(=CC)C.C([O-])(O)=O.[Na+]>O.ClCCl>[CH3:19][C:17]1[N:18]=[C:14]([NH:13][C:9]2[CH:8]=[C:7]([O:6][C:5]3[CH:4]=[C:3]([OH:2])[CH:22]=[CH:21][CH:20]=3)[CH:12]=[CH:11][N:10]=2)[S:15][CH:16]=1 |f:3.4|. Procedure: A 50 mL round bottom flask was charged with 4-(3-methoxyphenoxy)-N-(4-methylthiazol-2-yl)pyridin-2-amine (0.2 g, 0.638 mmol) and dichloromethane (6 mL). The solution was cooled to 0° C., and tribromoborane (0.181 mL, 1.91 mmol) and 1 mL of 2-methyl-2-butene were added. The reaction mixture was stirred at 0° C. for 1 hour. Water and saturated solution of NaHCO3 were added, and the reaction mixture was extracted with EtOAc. The organic layer was dried over magnesium sulfate, filtered and concentra... Starting materials: C(C)(C)(C)OC(=O)N1CCC(CC1)OC=1C=C2C=C(N(C2=CC1)C(C)C)C(=O)N1CCS(CC1)(=O)=O (4-[2-(1,1-dioxo-1λ6-thiomorpholine-4-carbonyl)-1-isopropyl-1H-indol-5-yloxy]-piperidine-1-carboxylic acid tert-butyl ester), FC(C(=O)O)(F)F (trifluoroacetic acid). Run in ClCCl (dichloromethane). Reaction conditions: time 8 hour. Product: O=S1(CCN(CC1)C(=O)C=1N(C2=CC=C(C=C2C1)OC1CCNCC1)C(C)C)=O ((1,1-Dioxo-1λ6-thiomorpholin-4-yl)-[1-isopropyl-5-(piperidin-4-yloxy)-1H-indol-2-yl]-methanone). Isolated yield 89.4%. RXN SMILES: C(OC([N:8]1[CH2:13][CH2:12][CH:11]([O:14][C:15]2[CH:16]=[C:17]3[C:21](=[CH:22][CH:23]=2)[N:20]([CH:24]([CH3:26])[CH3:25])[C:19]([C:27]([N:29]2[CH2:34][CH2:33][S:32](=[O:36])(=[O:35])[CH2:31][CH2:30]2)=[O:28])=[CH:18]3)[CH2:10][CH2:9]1)=O)(C)(C)C.FC(F)(F)C(O)=O>ClCCl>[O:36]=[S:32]1(=[O:35])[CH2:33][CH2:34][N:29]([C:27]([C:19]2[N:20]([CH:24]([CH3:25])[CH3:26])[C:21]3[C:17]([CH:18]=2)=[CH:16][C:15]([O:14][CH:11]2[CH2:12][CH2:13][NH:8][CH2:9][CH2:10]2)=[CH:23][CH:22]=3)=[O:28])[CH2:30][CH2:31]1. Reported procedure: To a cold (0° C.) mixture of 4-[2-(1,1-dioxo-1λ6-thiomorpholine-4-carbonyl)-1-isopropyl-1H-indol-5-yloxy]-piperidine-1-carboxylic acid tert-butyl ester (410 mg, 1.0 eq.) in dichloromethane (8 mL) was added dropwise trifluoroacetic acid (920 mg, 10 eq.). The mixture was stirred overnight at room temperature then concentrated in vacuo. The residue was partitioned between a potassium carbonate aqueous solution and ethyl acetate. The aqueous layer was extracted with ethyl acetate and the combined or... Reactants: ClC1=C(C=CC=C1)C=1C2=C(NC(CN1)=O)SC(=C2)CC (5-o-chlorophenyl-7-ethyl-1,2-dihydro-3H-thieno[2,3-e][1,4]diazepin-2-one), P12(=S)SP3(=S)SP(=S)(S1)SP(=S)(S2)S3 (phosphorus pentasulfide), ice water. Run in N1=CC=CC=C1 (pyridine). Run at temperature 60 celsius, time 1 hour. The product is ClC1=C(C=CC=C1)C=1C2=C(NC(CN1)=S)SC(=C2)CC (5-o-chlorophenyl-7-ethyl-1,2-dihydro-3H-thieno[2,3-e][1,4]diazepine-2-thione). The yield is 136.0%. As a reaction SMILES: [Cl:1][C:2]1[CH:7]=[CH:6][CH:5]=[CH:4][C:3]=1[C:8]1[C:9]2[CH:18]=[C:17]([CH2:19][CH3:20])[S:16][C:10]=2[NH:11][C:12](=O)[CH2:13][N:14]=1.P12(SP3(SP(SP(S3)(S1)=S)(=S)S2)=S)=[S:22]>N1C=CC=CC=1>[Cl:1][C:2]1[CH:7]=[CH:6][CH:5]=[CH:4][C:3]=1[C:8]1[C:9]2[CH:18]=[C:17]([CH2:19][CH3:20])[S:16][C:10]=2[NH:11][C:12](=[S:22])[CH2:13][N:14]=1. Procedure details: [a] To a solution of 40 g of 5-o-chlorophenyl-7-ethyl-1,2-dihydro-3H-thieno[2,3-e][1,4]diazepin-2-one in 200 ml of pyridine is added 32 g of phosphorus pentasulfide, and the mixture is stirred at 60°C for 1 hour. After allowing to cool, the reaction mixture is poured into 2 liters of ice water with stirring. The precipitate formed is collected with suction filtration and washed with water. The precipitate is dissolved in chloroform, and the solution is washed with a saturated sodium bicarbonate ... Starting materials: CC(C)(C)O, NN, COC(=O)c1nc(Cl)c(Cl)nc1N, CN(C)C=O. Yields the product COC(=O)c1nc(Cl)c(NN)nc1N. RXN SMILES: [C:16]([OH:17])([CH3:18])([CH3:19])[CH3:20].[NH2:14][NH2:15].[NH2:1][c:2]1[c:3]([C:10](=[O:11])[O:12][CH3:13])[n:4][c:5]([Cl:9])[c:6]([Cl:8])[n:7]1.[O:21]=[CH:22][N:23]([CH3:24])[CH3:25]>>[NH2:1][c:2]1[c:3]([C:10](=[O:11])[O:12][CH3:13])[n:4][c:5]([Cl:9])[c:6]([NH:14][NH2:15])[n:7]1. Starting materials: CCC(C)CO, O=C(O)c1ccc(-c2ccc(O)cc2)cc1, O=S(=O)(O)O, c1ccccc1. Yields the product CCC(C)COC(=O)c1ccc(-c2ccc(O)cc2)cc1. Reaction SMILES: [CH3:17][CH:18]([CH2:19][OH:20])[CH2:21][CH3:22].[OH:1][c:2]1[cH:3][cH:4][c:5](-[c:8]2[cH:9][cH:10][c:11]([C:14](=[O:15])[OH:16])[cH:12][cH:13]2)[cH:6][cH:7]1.[S:23](=[O:24])(=[O:25])([OH:26])[OH:27].[cH:28]1[cH:29][cH:30][cH:31][cH:32][cH:33]1>>[OH:1][c:2]1[cH:3][cH:4][c:5](-[c:8]2[cH:9][cH:10][c:11]([C:14]([O:15][CH2:19][CH:18]([CH3:17])[CH2:21][CH3:22])=[O:16])[cH:12][cH:13]2)[cH:6][cH:7]1.